This data is from the Open Reaction Database (ORD), a public repository of structured organic reaction records. The task is: describe an organic reaction: reactants, conditions, products, and yield Reactants: [H-].[Na+] (NaH), C(CC(=O)OC)(=O)OC (dimethyl malonate), C(CC)[C@H]1OS(OC1)(=O)=O ((R)-4-Propyl-[1,3,2]dioxathiolane 2,2-dioxide), C(CC(=O)[O-])(=O)[O-] (malonate). Solvent: [Cl-].[Na+].O (brine), COCCOC (1,2-dimethoxyethane), COCCOC (1,2-dimethoxyethane). Conditions: temperature 0 celsius. Product: COC(=O)C1([C@H](C1)CCC)C(=O)OC ((S)-2-Propyl-cyclopropane-1,1-dicarboxylic acid dimethyl ester). As a reaction SMILES: [H-].[Na+].[C:3]([O:10][CH3:11])(=[O:9])[CH2:4][C:5]([O:7][CH3:8])=[O:6].[CH2:12]([C@@H:15]1[CH2:19]OS(=O)(=O)O1)[CH2:13][CH3:14].C([O-])(=O)CC([O-])=O>COCCOC.[Cl-].[Na+].O>[CH3:8][O:7][C:5]([C:4]1([C:3]([O:10][CH3:11])=[O:9])[CH2:14][C@@H:13]1[CH2:12][CH2:15][CH3:19])=[O:6] |f:0.1,6.7.8|. Procedure: To a stirred suspension of NaH 60% (873 mg, 21.81 mmol) in dry 1,2-dimethoxyethane (48 mL) is added dropwise dimethyl malonate (1.31 g, 9.92 mmol) at room temperature over 10 minutes under a nitrogen atmosphere. A solution of (VIII) (1.82 g, 10.96 mmol) in dry 1,2-dimethoxyethane (5 mL) is added slowly to the malonate anion solution, and the resulting mixture is refluxed for 2 hours and then cooled to 0° C. After adding brine (30 mL), the mixture is extracted with diethyl ether (50 mL, 25 mL). T... Product: COc1ccc(NC(C)=O)cc1F. Starting materials: CC(=O)OC(C)=O, CC(=O)O, COc1ccc(N)cc1F. RXN SMILES: [CH3:11][C:12](=[O:13])[O:14][C:15](=[O:16])[CH3:17].[CH3:18][C:19](=[O:20])[OH:21].[NH2:1][c:2]1[cH:3][c:4]([F:10])[c:5]([O:8][CH3:9])[cH:6][cH:7]1>>[NH:1]([c:2]1[cH:3][c:4]([F:10])[c:5]([O:8][CH3:9])[cH:6][cH:7]1)[C:12]([CH3:11])=[O:13]. Reported procedure: To one volume of a solution of an Fab fragment (the same solution conditions as that used in (a) above) were added two volumes of a solution of 1M p-aminophenylalanine amide (pH adjusted to pH 6.7 with acetic acid). Thre volumes of butane-1,4-diol were added, followed by 0.06 volumes of cysteine (1M). A 50:50 mixture of papain suspension and butane-1,4-diol was prepared (final papain content 18 mg/ml) and 0.28 volumes of the mixture were added at once to the Fab solution. The apparent pH was che... Solvent: C(C)(=O)O (acetic acid). Reaction SMILES: N[C:2]1[CH:13]=[CH:12][C:5]([CH2:6][C@@H:7]([C:9]([NH2:11])=[O:10])[NH2:8])=[CH:4][CH:3]=1.C[C@@H](O)[C@H]([NH2:20])C(O)=O.C(O)CCCO.N[C@H](C(O)=O)CS.[OH-].[Na+].ICC(O)=O.C([O-])(O)=O.[Na+]>C(O)(=O)C>[NH2:20][CH:6]([C:5]1[CH:12]=[CH:13][CH:2]=[CH:3][CH:4]=1)[C@@H:7]([C:9]([NH2:11])=[O:10])[NH2:8] |f:4.5,7.8|. Yields the product NC([C@H](N)C(=O)N)C1=CC=CC=C1 (β-aminophenylalanine Amide). Starting materials: NC1=CC=C(C[C@H](N)C(=O)N)C=C1 (p-aminophenylalanine Amide), N[C@@H](CS)C(=O)O (cysteine), ICC(=O)O (iodoacetic acid), C(=O)(O)[O-].[Na+] (NaHCO3), [OH-].[Na+] (NaOH), NC1=CC=C(C[C@H](N)C(=O)N)C=C1 (p-aminophenylalanine amide), C[C@H]([C@@H](C(=O)O)N)O (Thre), C(CCCO)O (butane-1,4-diol), C(CCCO)O (butane-1,4-diol). The reactants are B(C1=CC2=CC=CC=C2C3=CC=CC=C13)(O)O (phenanthracene-9-boronic acid), BrC1=C(C=C(C=C1)Br)[N+](=O)[O-] (2,5-dibromonitrobenzene), C(=O)([O-])[O-].[Na+].[Na+] (Na2CO3). The reagents and catalysts are C=1C=CC(=CC1)[P](C=2C=CC=CC2)(C=3C=CC=CC3)[Pd]([P](C=4C=CC=CC4)(C=5C=CC=CC5)C=6C=CC=CC6)([P](C=7C=CC=CC7)(C=8C=CC=CC8)C=9C=CC=CC9)[P](C=1C=CC=CC1)(C=1C=CC=CC1)C=1C=CC=CC1 (Pd(PPh3)4). The solvent is C1(=CC=CC=C1)C (toluene). Yields the product BrC1=CC(=C(C=C1)C=1C2=CC=CC=C2C=2C=CC=CC2C1)[N+](=O)[O-] (9-(4-bromo-2-nitrophenyl)phenanthrene). As a reaction SMILES: B(O)(O)[C:2]1[C:15]2[C:10](=[CH:11][CH:12]=[CH:13][CH:14]=2)[C:9]2[C:4](=[CH:5][CH:6]=[CH:7][CH:8]=2)[CH:3]=1.Br[C:19]1[CH:24]=[CH:23][C:22]([Br:25])=[CH:21][C:20]=1[N+:26]([O-:28])=[O:27].C([O-])([O-])=O.[Na+].[Na+]>C1C=CC([P]([Pd]([P](C2C=CC=CC=2)(C2C=CC=CC=2)C2C=CC=CC=2)([P](C2C=CC=CC=2)(C2C=CC=CC=2)C2C=CC=CC=2)[P](C2C=CC=CC=2)(C2C=CC=CC=2)C2C=CC=CC=2)(C2C=CC=CC=2)C2C=CC=CC=2)=CC=1.C1(C)C=CC=CC=1>[Br:25][C:22]1[CH:23]=[CH:24][C:19]([C:2]2[C:15]3[C:10]([C:9]4[CH:8]=[CH:7][CH:6]=[CH:5][C:4]=4[CH:3]=2)=[CH:11][CH:12]=[CH:13][CH:14]=3)=[C:20]([N+:26]([O-:28])=[O:27])[CH:21]=1 |f:2.3.4,^1:38,40,59,78|. Procedure details: A 500 mL round bottom flask was charged with toluene (250 mL), phenanthracene-9-boronic acid (18.2 g, 82 mmol), 2,5-dibromonitrobenzene (23.1 g, 82.3 mmol), Pd(PPh3)4 (2.8 g, 2.5 mmol), and 2M Na2CO3 aqueous solution (124 mL). The product is C(C)S(=O)(=O)C=1C=C(C=CC1)C1=C2C3=C(NC2=C(C=C1)OCCO)N=CC(=C3)C (2-(5-(3-(ethylsulfonyl)phenyl)-3-methyl-9H-pyrido[2,3-b]indol-8-yloxy)ethanol). Reagents/catalysts: [Pd].[H][H] (Pd/C H2). Procedure details: The title compound was synthesized from Compound 157 and 2-(benzyloxy)ethanol using an analogous procedure to that outlined in the preparation of Compound 210 followed by debenzylation using Pd/C—H2. 1H NMR (400 MHz, Methanol-d4) δ 8.30 (s, 1 H) 8.19 (m, 1 H) 8.06 (m, 1 H) 8.00 (m, 2 H) 7.87 (t, J=8.0 Hz, 1 H) 7.26 (m, 2 H) 4.38 (t, J=4 Hz, 2 H) 4.08 (t, J=4 Hz, 2 H) 3.30 (q, J=7.5 Hz, 2 H) 2.41 (s, 3 H) 1.31 (t, J=7.5 Hz, 3 H). [M+H] calc'd for C22H23N2O4S, 411; found, 411. Reaction SMILES: [CH2:1]([S:3]([C:6]1[CH:7]=[C:8]([C:12]2[CH:20]=[CH:19][C:18]([OH:21])=[C:17]3[C:13]=2[C:14]2[CH:25]=[C:24]([CH3:26])[CH:23]=[N:22][C:15]=2[NH:16]3)[CH:9]=[CH:10][CH:11]=1)(=[O:5])=[O:4])[CH3:2].[CH2:27]([O:34]CCO)[C:28]1C=CC=CC=1>[Pd].[H][H]>[CH2:1]([S:3]([C:6]1[CH:7]=[C:8]([C:12]2[CH:20]=[CH:19][C:18]([O:21][CH2:28][CH2:27][OH:34])=[C:17]3[C:13]=2[C:14]2[CH:25]=[C:24]([CH3:26])[CH:23]=[N:22][C:15]=2[NH:16]3)[CH:9]=[CH:10][CH:11]=1)(=[O:5])=[O:4])[CH3:2] |f:2.3|. The reactants are C(C)S(=O)(=O)C=1C=C(C=CC1)C1=C2C3=C(NC2=C(C=C1)O)N=CC(=C3)C (5-(3-(ethylsulfonyl)phenyl)-3-methyl-9H-pyrido[2,3-b]indol-8-ol), C(C1=CC=CC=C1)OCCO (2-(benzyloxy)ethanol), Compound 210. Starting materials: lithium hydroxide·hydrate, C(C)(=O)OC1CCC2=C1N=CN=C2Cl (7-acetoxy-4-chloro-5,6-dihydro-7H-cyclopenta[d]pyrimidine), O (water). The solvent is O1CCCC1 (tetrahydrofuran). Run at time 20 hour. Yields the product ClC=1C2=C(N=CN1)C(CC2)O (4-chloro-7-hydroxy-5,6-dihydro-7H-cyclopenta[d]pyrimidine). Yield: 54.1%. As a reaction SMILES: C([O:4][CH:5]1[C:9]2[N:10]=[CH:11][N:12]=[C:13]([Cl:14])[C:8]=2[CH2:7][CH2:6]1)(=O)C.O>O1CCCC1>[Cl:14][C:13]1[C:8]2[CH2:7][CH2:6][CH:5]([OH:4])[C:9]=2[N:10]=[CH:11][N:12]=1. Reported procedure: 5.54 g of lithium hydroxide·hydrate was added to 24.2 g of 7-acetoxy-4-chloro-5,6-dihydro-7H-cyclopenta[d]pyrimidine dissolved in 150 ml of tetrahydrofuran, and the mixture was stirred at room temperature for about 20 hours. After the reaction, water was added to the reaction mixture, and then the mixture was extracted with chloroform. The extract was dried over anhydrous sodium sulfate and then condensed. The obtained residue was applied to silica gel column chromatography to obtain 10.5 g of 4... The reactants are Cl.COC1=C(C=2C3=C(C(NC2C=C1)=O)SC=C3)C3=CC=C(C=C3)[C@H](CNC)C ((R)-8-methoxy-9-(4-(1-(methylamino)propan-2-yl)phenyl)thieno[2,3-c]quinolin-4(5H)-one hydrochloride), C=O (paraformaldehyde). Product: Cl.CN(C[C@H](C)C1=CC=C(C=C1)C=1C=2C3=C(C(NC2C=CC1O)=O)SC=C3)C ((R)-9-(4-(1-(dimethylamino)propan-2-yl)phenyl)-8-hydroxythieno[2,3-c]quinolin-4(5H)-one Hydrochloride). The yield is 61.3%. Reaction SMILES: [ClH:1].C[O:3][C:4]1[CH:13]=[CH:12][C:11]2[NH:10][C:9](=[O:14])[C:8]3[S:15][CH:16]=[CH:17][C:7]=3[C:6]=2[C:5]=1[C:18]1[CH:23]=[CH:22][C:21]([C@@H:24]([CH3:28])[CH2:25][NH:26][CH3:27])=[CH:20][CH:19]=1.[CH2:29]=O>>[ClH:1].[CH3:29][N:26]([CH3:27])[CH2:25][C@@H:24]([C:21]1[CH:22]=[CH:23][C:18]([C:5]2[C:6]3[C:7]4[CH:17]=[CH:16][S:15][C:8]=4[C:9](=[O:14])[NH:10][C:11]=3[CH:12]=[CH:13][C:4]=2[OH:3])=[CH:19][CH:20]=1)[CH3:28] |f:0.1,3.4|. Reported procedure: Following the procedure outlined for Example 1387, (R)-8-methoxy-9-(4-(1-(methylamino)propan-2-yl)phenyl)thieno[2,3-c]quinolin-4(5H)-one hydrochloride (40 mg, 0.11 mmol) was reacted with paraformaldehyde (7 mg, 0.21 mmol) and after purification the resulting material was converted to the hydrochloride salt as outlined in General Procedure D-2 to afford the desired product (28 mg, 67%) as a white solid: 1H NMR (500 MHz, CD3OD) δ 7.65-7.52 (m, 3H), 7.44-7.32 (m, 3H), 7.18 (d, J=8.9 Hz, 1H), 6.12 (... The reactants are C=CCOc1ccc(CCl)c(F)c1, [H-], [Na+], CN(C)C=O, O, OCCn1ccnn1. The product is C=CCOc1ccc(COCCn2ccnn2)c(F)c1. As a reaction SMILES: [CH2:3]([CH:4]=[CH2:5])[O:6][c:7]1[cH:8][c:9]([F:15])[c:10]([CH2:13][Cl:14])[cH:11][cH:12]1.[H-:1].[Na+:2].[O:25]=[CH:26][N:27]([CH3:28])[CH3:29].[OH2:24].[n:16]1([CH2:21][CH2:22][OH:23])[n:17][n:18][cH:19][cH:20]1>>[CH2:3]([CH:4]=[CH2:5])[O:6][c:7]1[cH:8][c:9]([F:15])[c:10]([CH2:13][O:23][CH2:22][CH2:21][n:16]2[n:17][n:18][cH:19][cH:20]2)[cH:11][cH:12]1.